This data is from the Open Reaction Database (ORD), a public repository of structured organic reaction records. The task is: describe an organic reaction: reactants, conditions, products, and yield Starting materials: C=CCI, C1CCOC1, CN(C)C(=O)C1CC(O)CN1C(=O)OC(C)(C)C, [H-], [Na+], O. RXN SMILES: [CH2:21]([CH:22]=[CH2:23])[I:24].[CH2:26]1[O:27][CH2:28][CH2:29][CH2:30]1.[CH3:1][N:2]([C:3](=[O:4])[CH:5]1[N:6]([C:11](=[O:12])[O:13][C:14]([CH3:15])([CH3:16])[CH3:17])[CH2:7][CH:8]([OH:10])[CH2:9]1)[CH3:18].[H-:20].[Na+:19].[OH2:25]>>[CH3:1][N:2]([C:3](=[O:4])[CH:5]1[N:6]([C:11](=[O:12])[O:13][C:14]([CH3:15])([CH3:16])[CH3:17])[CH2:7][CH:8]([O:10][CH2:23][CH:22]=[CH2:21])[CH2:9]1)[CH3:18]. Yields the product C=CCOC1CC(C(=O)N(C)C)N(C(=O)OC(C)(C)C)C1. Reactants: NC(CC)C1=NC2=CC=CC(=C2C(N1C1=CC=CC=C1)=O)C (2-(1-amino-propyl)-5-methyl-3-phenyl-3H-quinazolin-4-one), BrC1=C2NC=NC2=NC=N1 (6-bromo purine), C(C)(C)N(CC)C(C)C (diisopropylethylamine). Solvent: C(CCC)O (n-butanol). Reaction conditions: temperature 120 celsius, time 18 hour. Product: CC1=C2C(N(C(=NC2=CC=C1)C(CC)NC1=C2N=CNC2=NC=N1)C1=CC=CC=C1)=O (5-methyl-3-phenyl-2-[1-(9H-purin-6-ylamino)-propyl]-3H-quinazolin-4-one). Reaction SMILES: [NH2:1][CH:2]([C:5]1[N:14]([C:15]2[CH:20]=[CH:19][CH:18]=[CH:17][CH:16]=2)[C:13](=[O:21])[C:12]2[C:7](=[CH:8][CH:9]=[CH:10][C:11]=2[CH3:22])[N:6]=1)[CH2:3][CH3:4].Br[C:24]1[N:32]=[CH:31][N:30]=[C:29]2[C:25]=1[NH:26][CH:27]=[N:28]2.C(N(C(C)C)CC)(C)C>C(O)CCC>[CH3:22][C:11]1[CH:10]=[CH:9][CH:8]=[C:7]2[C:12]=1[C:13](=[O:21])[N:14]([C:15]1[CH:16]=[CH:17][CH:18]=[CH:19][CH:20]=1)[C:5]([CH:2]([NH:1][C:24]1[N:32]=[CH:31][N:30]=[C:29]3[C:25]=1[N:26]=[CH:27][NH:28]3)[CH2:3][CH3:4])=[N:6]2. Procedure details: Compound 17 (100 mg, 0.341 mmol) was combined with 6-bromo purine (75 mg, 0.375 mmol) and diisopropylethylamine (65 uL, 0.375 mmol) in n-butanol (1.0 mL). The reaction was sealed, heated to 120° C., and stirred for 18 hours. The solution was allowed to cool, then concentrated in vacuo. The resulting residue was purified by prep HPLC to provide compound 14 as an olive solid. (ES): m/z 412 (M+H), 206. 1H NMR (300 MHz, DMSO-d6) δ 8.96-9.06 (br. m, 1H), 8.53 (br. s, 1H), 8.51 (s, 1H), 7.68 (t, 1H, J... Starting materials: [Br-], O=Cc1cc(F)cc(Br)c1, C1CCOC1, C[Mg+], CCOCC. Product: CC(O)c1cc(F)cc(Br)c1. RXN SMILES: [Br-:16].[Br:6][c:7]1[cH:8][c:9]([CH:10]=[O:11])[cH:12][c:13]([F:15])[cH:14]1.[CH2:1]1[O:2][CH2:3][CH2:4][CH2:5]1.[CH3:17][Mg+:18].[CH3:19][CH2:20][O:21][CH2:22][CH3:23]>>[CH3:1][CH:10]([c:9]1[cH:8][c:7]([Br:6])[cH:14][c:13]([F:15])[cH:12]1)[OH:11]. Reactants: C(C)(C)(C)OC([C@@H](N)C)=O ((S)-alanin tert-butyl ester), C(C1=CC=CC=C1)OC1=C(N=C(C2=CC(=CC=C12)OC1=CC=CC=C1)COC)C(=O)O (4-Benzyloxy-1-methoxymethyl-7-phenoxy-isoquinoline-3-carboxylic acid). Product: C(C)(C)(C)OC([C@H](C)NC(=O)C=1N=C(C2=CC(=CC=C2C1OCC1=CC=CC=C1)OC1=CC=CC=C1)COC)=O ((S)-2-[(4-Benzyloxy-1-methoxymethyl-7-phenoxy-isoquinoline-3-carbonyl)-amino]-propionic acid tert-butyl ester). As a reaction SMILES: [C:1]([O:5][C:6](=[O:10])[C@H:7]([CH3:9])[NH2:8])([CH3:4])([CH3:3])[CH3:2].[CH2:11]([O:18][C:19]1[C:28]2[C:23](=[CH:24][C:25]([O:29][C:30]3[CH:35]=[CH:34][CH:33]=[CH:32][CH:31]=3)=[CH:26][CH:27]=2)[C:22]([CH2:36][O:37][CH3:38])=[N:21][C:20]=1[C:39](O)=[O:40])[C:12]1[CH:17]=[CH:16][CH:15]=[CH:14][CH:13]=1>>[C:1]([O:5][C:6](=[O:10])[C@@H:7]([NH:8][C:39]([C:20]1[N:21]=[C:22]([CH2:36][O:37][CH3:38])[C:23]2[C:28]([C:19]=1[O:18][CH2:11][C:12]1[CH:17]=[CH:16][CH:15]=[CH:14][CH:13]=1)=[CH:27][CH:26]=[C:25]([O:29][C:30]1[CH:35]=[CH:34][CH:33]=[CH:32][CH:31]=1)[CH:24]=2)=[O:40])[CH3:9])([CH3:4])([CH3:3])[CH3:2]. Procedure: Synthesized from (S)-alanin tert-butyl ester and 4-Benzyloxy-1-methoxymethyl-7-phenoxy-isoquinoline-3-carboxylic acid (Example A-68 c) in analogy to Example A-68 d); MS-(+)-ion: M+23=565.2. Starting materials: C(C1=CC=CC=C1)OCC1=CN(C2=CN=C(C=C21)C(=O)NO)CC2=C(C=C(C=C2)F)F (3-Benzyloxymethyl-1-(2,4-difluorobenzyl)-N-hydroxy-1H-pyrrolo[2,3-c]pyridine-5-carboxamide), FC1=CC=C(OCC2=CN(C3=C2C=NC(=C3)C(=O)OCC)CC)C=C1 (ethyl 3-(4-fluoro-phenoxymethyl)-1-ethyl-1H-pyrrolo[3,2-c]pyridine-6-carboxylate), FC=1C=CC(=C(CC2=CN(C3=C2C=NC(=C3)C(=O)OCC)CC)C1)O (ethyl 3-(5-fluoro-2-hydroxy-benzyl)-1-ethyl-1H-pyrrolo[3,2-c]pyridine-6-carboxylate). Product: FC=1C=CC(=C(CC2=CN(C3=C2C=NC(=C3)C(=O)NO)CC)C1)O (3-(5-Fluoro-2-hydroxybenzyl)-1-ethyl-N-hydroxy-1H-pyrrolo[3,2-c]pyridine-6-carboxamide). RXN SMILES: C(OCC1C2C(=CN=C(C([NH:21][OH:22])=O)C=2)N(CC2C=CC(F)=CC=2F)C=1)C1C=CC=CC=1.FC1C=CC(OCC2C3C=NC(C(OCC)=O)=CC=3N(CC)C=2)=CC=1.[F:57][C:58]1[CH:59]=[CH:60][C:61]([OH:81])=[C:62]([CH:80]=1)[CH2:63][C:64]1[C:68]2[CH:69]=[N:70][C:71]([C:73]([O:75]CC)=O)=[CH:72][C:67]=2[N:66]([CH2:78][CH3:79])[CH:65]=1>>[F:57][C:58]1[CH:59]=[CH:60][C:61]([OH:81])=[C:62]([CH:80]=1)[CH2:63][C:64]1[C:68]2[CH:69]=[N:70][C:71]([C:73]([NH:21][OH:22])=[O:75])=[CH:72][C:67]=2[N:66]([CH2:78][CH3:79])[CH:65]=1. Procedure: Ethyl 3-(5-fluoro-2-hydroxybenzyl)-1-ethyl-1H-pyrrolo[3,2-c]pyridine-6-carboxylate. The title compound can be prepared from ethyl 3-hydroxymethyl-1-ethyl-1H-pyrrolo[3,2-c]pyridine-6-carboxylate and 4-fluorophenol using methods similar to that set forth in Example 55. (b) 3-(5-Fluoro-2-hydroxybenzyl)-1-ethyl-N-hydroxy-1H-pyrrolo[3,2-c]pyridine-6-carboxamide. The title compound can be prepared from the mixture of ethyl 3-(4-fluoro-phenoxymethyl)-1-ethyl-1H-pyrrolo[3,2-c]pyridine-6-carboxylate and ...